Dataset: the Open Reaction Database (ORD), a public repository of structured organic reaction records. Task: describe an organic reaction: reactants, conditions, products, and yield Starting materials: N1(N=CN=C1)C1=CC=C(C=C1)NC(=S)N (4-(1,2,4-triazol-1-yl)phenylthiourea), ClC(=O)Cl (chloro ketone), ClC(=O)Cl (chloro ketone), ClC(C(C)=O)CC1=CC(=CC=C1)Cl (3-chloro-4-(3-chlorophenyl)-2-butanone), C(C)(C)N(C(C)C)CC (N,N-diisopropyl ethyl amine). Run in C(C)O (ethanol). Conditions: temperature 170 celsius. The product is ClC=1C=C(CC2=C(N=C(S2)NC2=CC=C(C=C2)N2N=CN=C2)C)C=CC1 ([5-(3-Chloro-benzyl)-4-methyl-thiazol-2-yl]-(4-[1,2,4]triazol-1-yl-phenyl)-amine). As a reaction SMILES: [N:1]1([C:6]2[CH:11]=[CH:10][C:9]([NH:12][C:13]([NH2:15])=[S:14])=[CH:8][CH:7]=2)[CH:5]=[N:4][CH:3]=[N:2]1.Cl[CH:17]([CH2:21][C:22]1[CH:27]=[CH:26][CH:25]=[C:24]([Cl:28])[CH:23]=1)[C:18](=O)[CH3:19].C(N(CC)C(C)C)(C)C.ClC(Cl)=O>C(O)C>[Cl:28][C:24]1[CH:23]=[C:22]([CH:27]=[CH:26][CH:25]=1)[CH2:21][C:17]1[S:14][C:13]([NH:12][C:9]2[CH:8]=[CH:7][C:6]([N:1]3[CH:5]=[N:4][CH:3]=[N:2]3)=[CH:11][CH:10]=2)=[N:15][C:18]=1[CH3:19]. Reported procedure: A suspension of 55 mg (0.25 mmol) 4-(1,2,4-triazol-1-yl)phenylthiourea, of 60 mg (0.28 mmol) 3-chloro-4-(3-chlorophenyl)-2-butanone and of 65 mg (0.5 mmol) N,N-diisopropyl ethyl amine in ethanol (2.5 ml) was refluxed over night. The same amount of chloro ketone was added and the reaction was heated to reflux over night. Again 1.1 equivalent of chloro ketone was added and the reaction was heated for 10 minutes in a microwave oven to 170° C. The solvent was evaporated and the residue was purified ...